Dataset: the Open Reaction Database (ORD), a public repository of structured organic reaction records. Task: describe an organic reaction: reactants, conditions, products, and yield The reactants are Cc1c(NC(=O)C(C)(C)C)ccc(C#N)c1C(F)(F)F, CCO, Cl. Yields the product Cc1c(N)ccc(C#N)c1C(F)(F)F. As a reaction SMILES: [C:1](#[N:2])[c:3]1[c:4]([C:17]([F:18])([F:19])[F:20])[c:5]([CH3:16])[c:6]([NH:9][C:10](=[O:11])[C:12]([CH3:13])([CH3:14])[CH3:15])[cH:7][cH:8]1.[CH3:22][CH2:23][OH:24].[ClH:21]>>[C:1](#[N:2])[c:3]1[c:4]([C:17]([F:18])([F:19])[F:20])[c:5]([CH3:16])[c:6]([NH2:9])[cH:7][cH:8]1.